Task: describe an organic reaction: reactants, conditions, products, and yield. Dataset: the Open Reaction Database (ORD), a public repository of structured organic reaction records Reactants: BrCCOCCBr, C1=Cc2ccccc2C1, C1CCOC1, C[Si](C)(C)[N-][Si](C)(C)C, [Cl-], [NH4+], [Na+]. The product is C1=CC2(CCOCC2)c2ccccc21. RXN SMILES: [Br:20][CH2:21][CH2:22][O:23][CH2:24][CH2:25][Br:26].[CH2:11]1[CH:12]=[CH:13][c:14]2[cH:15][cH:16][cH:17][cH:18][c:19]21.[CH2:29]1[O:30][CH2:31][CH2:32][CH2:33]1.[CH3:2][Si:3]([N-:4][Si:5]([CH3:6])([CH3:7])[CH3:8])([CH3:9])[CH3:10].[Cl-:27].[NH4+:28].[Na+:1]>>[C:11]12([CH:12]=[CH:13][c:14]3[cH:15][cH:16][cH:17][cH:18][c:19]31)[CH2:21][CH2:22][O:23][CH2:24][CH2:25]2.